This data is from the Open Reaction Database (ORD), a public repository of structured organic reaction records. The task is: describe an organic reaction: reactants, conditions, products, and yield Starting materials: CC#N, O=C(Cl)C(=O)Cl, CCC(C)(C)C(=O)C(=O)N1CCCC1C(N)=O, CN(C)C=O, O, c1ccncc1. The product is CCC(C)(C)C(=O)C(=O)N1CCCC1C#N. As a reaction SMILES: [CH3:35][C:36]#[N:37].[Cl:6][C:7]([C:8]([Cl:9])=[O:10])=[O:11].[O:12]=[C:13]([C:14]([C:15]([CH2:16][CH3:17])([CH3:18])[CH3:19])=[O:20])[N:21]1[CH:22]([C:26](=[O:27])[NH2:28])[CH2:23][CH2:24][CH2:25]1.[O:1]=[CH:2][N:3]([CH3:4])[CH3:5].[OH2:38].[cH:29]1[cH:30][cH:31][n:32][cH:33][cH:34]1>>[O:12]=[C:13]([C:14]([C:15]([CH2:16][CH3:17])([CH3:18])[CH3:19])=[O:20])[N:21]1[CH:22]([C:26]#[N:28])[CH2:23][CH2:24][CH2:25]1. Reactants: CC1(SC(C(N1)P(O)(O)=O)(C)C)C ((2,2,5,5-tetramethyl-4-thiazolidinyl)phosphonic acid). Solvent: O (water). Conditions: temperature 0 celsius. The product is NC(C(C)(C)S)P(O)(O)=O ((1-amino-2-mercapto-2-methylpropyl)phosphonic acid). RXN SMILES: CC1(C)[NH:6][CH:5]([P:7](=[O:10])([OH:9])[OH:8])[C:4]([CH3:12])([CH3:11])[S:3]1>O>[NH2:6][CH:5]([P:7](=[O:8])([OH:10])[OH:9])[C:4]([SH:3])([CH3:12])[CH3:11]. Reported procedure: 2.0 g of DL-(2,2,5,5-tetramethyl-4-thiazolidinyl)phosphonic acid (prepared as described in Example 1) were dissolved in boiling water and the solution was concentrated by boiling off excess water until a crystalline solid began to separate. The mixture was cooled to 0° C. and the white crystals were collected. There was obtained 0.6 g of DL-(1-amino-2-mercapto-2-methylpropyl)phosphonic acid of melting point 242°-244° C. (decomposition). Reactants: [BH4-], C[O-], CO, COP(=O)(Cc1ccc(N)cc1)OC, [Na+], [Na+]. Yields the product CNc1ccc(CP(=O)(OC)OC)cc1. Reaction SMILES: [BH4-:18].[CH3:15][O-:16].[CH3:20][OH:21].[NH2:1][c:2]1[cH:3][cH:4][c:5]([CH2:6][P:7]([O:8][CH3:9])([O:10][CH3:11])=[O:12])[cH:13][cH:14]1.[Na+:17].[Na+:19]>>[NH:1]([c:2]1[cH:3][cH:4][c:5]([CH2:6][P:7]([O:8][CH3:9])([O:10][CH3:11])=[O:12])[cH:13][cH:14]1)[CH3:15]. The reactants are O=C([O-])[O-], COC(=O)c1cc(Br)cc2[nH]ncc12, CCOC(C)=O, [Cu]I, Fc1ccc(I)cc1, [K+], [K+], CN(C)C=O, O. The product is COC(=O)c1cc(Br)cc2c1cnn2-c1ccc(F)cc1. Reaction SMILES: [C:15](=[O:16])([O-:17])[O-:18].[CH3:1][O:2][C:3](=[O:4])[c:5]1[c:6]2[cH:7][n:8][nH:9][c:10]2[cH:11][c:12]([Br:14])[cH:13]1.[CH3:35][CH2:36][O:37][C:38](=[O:39])[CH3:40].[Cu:41][I:42].[F:21][c:22]1[cH:23][cH:24][c:25]([I:28])[cH:26][cH:27]1.[K+:19].[K+:20].[O:29]=[CH:30][N:31]([CH3:32])[CH3:33].[OH2:34]>>[CH3:1][O:2][C:3](=[O:4])[c:5]1[c:6]2[cH:7][n:8][n:9](-[c:25]3[cH:24][cH:23][c:22]([F:21])[cH:27][cH:26]3)[c:10]2[cH:11][c:12]([Br:14])[cH:13]1. The reactants are C(C)(C)(C)OC(=O)NC1CCNCC1 (4-(tert-butoxycarbonylamino)piperidine), O (water), C([O-])([O-])=O.[K+].[K+] (potassium carbonate), BrCC(=O)OC (methyl bromoacetate). Run in CN(C=O)C (dimethylformamide). Reaction conditions: time 1 hour. The product is C(C)(C)(C)OC(=O)NC1CCN(CC1)CC(=O)OC (Methyl {4-[(tert-butoxycarbonyl)amino]piperidin-1-yl}acetate). As a reaction SMILES: [C:1]([O:5][C:6]([NH:8][CH:9]1[CH2:14][CH2:13][NH:12][CH2:11][CH2:10]1)=[O:7])([CH3:4])([CH3:3])[CH3:2].C(=O)([O-])[O-].[K+].[K+].Br[CH2:22][C:23]([O:25][CH3:26])=[O:24].O>CN(C)C=O>[C:1]([O:5][C:6]([NH:8][CH:9]1[CH2:10][CH2:11][N:12]([CH2:22][C:23]([O:25][CH3:26])=[O:24])[CH2:13][CH2:14]1)=[O:7])([CH3:4])([CH3:2])[CH3:3] |f:1.2.3|. Procedure: 4-(tert-butoxycarbonylamino)piperidine (1.2 g) and potassium carbonate (1.2 g) were suspended in dimethylformamide (20 mL), and then methyl bromoacetate (0.62 mL) was added. The reaction solution was stirred for one hour and water was added, followed by extraction with ethyl acetate. The organic layer was washed in turn with water and saturated brine, and dried over anhydrous magnesium sulfate, and then the filtrate was concentrated. The residue was purified by silica gel chromatography (hexane:... Reaction SMILES: [OH:1][C:2]1[CH:7]=[CH:6][C:5]([C:8]([C:11]2[CH:16]=[CH:15][C:14]([OH:17])=[CH:13][CH:12]=2)([CH3:10])[CH3:9])=[CH:4][CH:3]=1.OC1CCC(C(C2CCC(O)CC2)(C)C)CC1>>[O:1]=[C:2]1[CH2:3][CH2:4][CH:5]([C:8]([CH:11]2[CH2:16][CH2:15][C:14](=[O:17])[CH2:13][CH2:12]2)([CH3:10])[CH3:9])[CH2:6][CH2:7]1. The reactants are alicyclic diol, OC1=CC=C(C=C1)C(C)(C)C1=CC=C(C=C1)O (2,2-bis(4-hydroxyphenyl)propane), OC1=CC=C(C=C1)C(C)(C)C1=CC=C(C=C1)O (2,2-bis(4-hydroxyphenyl)propane), OC1CCC(CC1)C(C)(C)C1CCC(CC1)O (2,2-bis(4-hydroxycyclohexyl)propane). Procedure details: The process described in Japanese Patent Laid-Open Publication No. 59742/1992, however, has a problem of using expensive alicyclic diol. If 2,2-bis(4-hydroxyphenyl)propane that is relatively inexpensive is used as a starting material, reactions of two steps, namely, hydrogenation reaction of 2,2-bis(4-hydroxyphenyl)propane and oxidation reaction of 2,2-bis(4-hydroxycyclohexyl)propane obtained by the hydrogenation reaction, must be conducted to produce 2,2-bis(4-oxocyclohexyl)propane, so that the... The product is O=C1CCC(CC1)C(C)(C)C1CCC(CC1)=O (2,2-bis(4-oxocyclohexyl)propane). Starting materials: ester, O=C(CCCCC(=O)OCC)C1=CC=CC=C1 (ethyl ε-oxobenzenehexanoate), Cl.CC1=CC=C(C=C1)NN (4-methylphenylhydrazine hydrochloride). Product: CC=1C=C2C(=C(NC2=CC1)C1=CC=CC=C1)CCCC(=O)OCC (Ethyl 5-Methyl-2-phenyl-1H-indole-3-butanoate). Yield: 58.0%. Reaction SMILES: O=[C:2]([C:12]1[CH:17]=[CH:16][CH:15]=[CH:14][CH:13]=1)[CH2:3][CH2:4][CH2:5][CH2:6][C:7]([O:9][CH2:10][CH3:11])=[O:8].Cl.[CH3:19][C:20]1[CH:25]=[CH:24][C:23]([NH:26]N)=[CH:22][CH:21]=1>>[CH3:19][C:20]1[CH:21]=[C:22]2[C:23](=[CH:24][CH:25]=1)[NH:26][C:2]([C:12]1[CH:17]=[CH:16][CH:15]=[CH:14][CH:13]=1)=[C:3]2[CH2:4][CH2:5][CH2:6][C:7]([O:9][CH2:10][CH3:11])=[O:8] |f:1.2|. Reported procedure: The expected ester is obtained in the form of a brown solid with a yield of 58% by following a procedure analogous to Preparation X and starting from ethyl ε-oxobenzenehexanoate and 4-methylphenylhydrazine hydrochloride.